This data is from the Open Reaction Database (ORD), a public repository of structured organic reaction records. The task is: describe an organic reaction: reactants, conditions, products, and yield Starting materials: OCC=1C=C(C=O)C=CC1 (3-hydroxymethylbenzaldehyde), NC=1SC2=C(N1)C=C(C=C2)F (2-amino-5-fluorobenzothiazole), C1(=CC=C(C=C1)S(=O)(=O)O)C (p-toluene sulfonic acid). Solvent: C1(=CC=CC=C1)C (toluene). Conditions: temperature 0 celsius, time 2 hour. Product: FC=1C=CC2=C(N=C(S2)NCC=2C=C(CO)C=CC2)C1 (3-(5-Fluorobenzothiazol-2-ylaminomethyl)benzyl alcohol). The yield is 68.6%. RXN SMILES: O[CH2:2][C:3]1[CH:4]=[C:5]([CH:8]=[CH:9][CH:10]=1)[CH:6]=[O:7].[NH2:11][C:12]1[S:13][C:14]2[CH:20]=[CH:19][C:18]([F:21])=[CH:17][C:15]=2[N:16]=1.C1(C)C=CC(S(O)(=O)=O)=CC=1>C1(C)C=CC=CC=1>[F:21][C:18]1[CH:19]=[CH:20][C:14]2[S:13][C:12]([NH:11][CH2:2][C:3]3[CH:4]=[C:5]([CH:8]=[CH:9][CH:10]=3)[CH2:6][OH:7])=[N:16][C:15]=2[CH:17]=1. Procedure: A mixture of 1.38 g of 3-hydroxymethylbenzaldehyde, 1.7 g of 2-amino-5-fluorobenzothiazole and 200 mg of p-toluene sulfonic acid in 100 ml of toluene were refluxed with a Dean-Stark trap for 18 hours. The reaction mixture was concentrated in vacuo and the residue dissolved in 50 ml of dry tetrahydrofuran and 50 ml of methanol and cooled to 0° C. To the resulting solution was added 945 mg of sodium borohydride over a period of 20 minutes. The reaction mixture was stirred at 0° C. for 2 hours, was... The product is CS(=O)(=O)c1ccc(-c2cc(C(=O)Cl)nn2-c2ccc(F)cc2)cc1. The reactants are Cc1ccccc1, ClP(Cl)(Cl)(Cl)Cl, CS(=O)(=O)c1ccc(-c2cc(C(=O)O)nn2-c2ccc(F)cc2)cc1, C1CCOC1. RXN SMILES: [CH3:32][c:33]1[cH:34][cH:35][cH:36][cH:37][cH:38]1.[Cl:26][P:27]([Cl:28])([Cl:29])([Cl:30])[Cl:31].[F:1][c:2]1[cH:3][cH:4][c:5](-[n:8]2[n:9][c:10]([C:23](=[O:24])[OH:25])[cH:11][c:12]2-[c:13]2[cH:14][cH:15][c:16]([S:19](=[O:20])(=[O:21])[CH3:22])[cH:17][cH:18]2)[cH:6][cH:7]1.[O:39]1[CH2:40][CH2:41][CH2:42][CH2:43]1>>[F:1][c:2]1[cH:3][cH:4][c:5](-[n:8]2[n:9][c:10]([C:23](=[O:25])[Cl:26])[cH:11][c:12]2-[c:13]2[cH:14][cH:15][c:16]([S:19](=[O:20])(=[O:21])[CH3:22])[cH:17][cH:18]2)[cH:6][cH:7]1. Starting materials: CNC1CCC2(C3CCC45C(C3CC=C2C1)CCC5C(N(C4)C)C)C (Methyl-(2,3,11a-trimethyl-2,3,3a,4,5,5a,5b,6,8,9,10,11,11a,11b,12,13-hexadecahydro-1H-2-aza-pentaleno[1,6a-a]phenanthren-9-yl)amine), S1C(=CC=C1)CC(=O)Cl (2-thiopheneacetyl chloride), C(C)(=O)Cl (acetyl chloride). Product: CN(C(CC=1SC=CC1)=O)C1CCC2(C3CCC45C(C3CCC2C1)CCC5C(N(C4)C)C)C (N-Methyl-2-thiophen-2-yl-N-(2,3,11a-trimethyl-octadecahydro-2-aza-pentaleno[1,6a-a]phenanthren-9-yl)-acetamide). Reaction SMILES: [CH3:1][NH:2][CH:3]1[CH2:16][C:15]2[C:6]([CH3:25])([CH:7]3[CH:12]([CH2:13][CH:14]=2)[CH:11]2[CH2:17][CH2:18][CH:19]4[CH:20]([CH3:24])[N:21]([CH3:23])[CH2:22][C:10]24[CH2:9][CH2:8]3)[CH2:5][CH2:4]1.[S:26]1[CH:30]=[CH:29][CH:28]=[C:27]1[CH2:31][C:32](Cl)=[O:33].C(Cl)(=O)C>>[CH3:1][N:2]([CH:3]1[CH2:16][CH:15]2[C:6]([CH3:25])([CH:7]3[CH:12]([CH2:13][CH2:14]2)[CH:11]2[CH2:17][CH2:18][CH:19]4[CH:20]([CH3:24])[N:21]([CH3:23])[CH2:22][C:10]24[CH2:9][CH2:8]3)[CH2:5][CH2:4]1)[C:32](=[O:33])[CH2:31][C:27]1[S:26][CH:30]=[CH:29][CH:28]=1. Reported procedure: The title compound was prepared according to procedures described in Example 7C, except substituting Compound 172B for Compound 7B and 2-thiopheneacetyl chloride for acetyl chloride. 1H NMR (CDCl3): δ 0.74 (s, 3 H) 0.95-2.40 (m, 27 H) 2.83 (s, 3 H) 2.88 (s, 3 H) 3.01 (m, 1 H) 3.69 (m, 1 H) 3.90 (d, J=11.53 Hz, 2 H) 4.49 (m, 1 H) 6.92 (m, 2 H) 7.19 (m, 1 H); (M+H)+=469. Starting materials: CC1(C)CC1C(=O)NC(=CCCCCBr)C(=O)O, O=C([O-])[O-], [Na+], [Na+], O, O=C(O)c1cccnc1S. Yields the product CC1(C)CC1C(=O)NC(=CCCCCSc1ncccc1C(=O)O)C(=O)O. Reaction SMILES: [Br:1][CH2:2][CH2:3][CH2:4][CH2:5][CH:6]=[C:7]([C:8](=[O:9])[OH:10])[NH:11][C:12](=[O:13])[CH:14]1[C:15]([CH3:17])([CH3:18])[CH2:16]1.[C:29](=[O:30])([O-:31])[O-:32].[Na+:33].[Na+:34].[OH2:35].[SH:19][c:20]1[c:21]([C:22](=[O:23])[OH:24])[cH:25][cH:26][cH:27][n:28]1>>[CH2:2]([CH2:3][CH2:4][CH2:5][CH:6]=[C:7]([C:8](=[O:9])[OH:10])[NH:11][C:12](=[O:13])[CH:14]1[C:15]([CH3:17])([CH3:18])[CH2:16]1)[S:19][c:20]1[c:21]([C:22](=[O:23])[OH:24])[cH:25][cH:26][cH:27][n:28]1. Starting materials: ClC1=CC2=C(N(C=NS2(=O)=O)C2CCC2)C=C1 (7-chloro-4-cyclobutyl-4H-1,2,4-benzothiadiazine 1,1-dioxide), [BH4-].[Na+] (NaBH4). Run in C(C)(C)O (isopropanol). Run at time 10 minute. Yields the product ClC1=CC2=C(N(CNS2(=O)=O)C2CCC2)C=C1 (7-chloro-4-cyclobutyl-3,4-dihydro-2H-1,2,4-benzothiadiazine 1,1-dioxide). Reaction SMILES: [Cl:1][C:2]1[CH:17]=[CH:16][C:5]2[N:6]([CH:12]3[CH2:15][CH2:14][CH2:13]3)[CH:7]=[N:8][S:9](=[O:11])(=[O:10])[C:4]=2[CH:3]=1.[BH4-].[Na+]>C(O)(C)C>[Cl:1][C:2]1[CH:17]=[CH:16][C:5]2[N:6]([CH:12]3[CH2:13][CH2:14][CH2:15]3)[CH2:7][NH:8][S:9](=[O:11])(=[O:10])[C:4]=2[CH:3]=1 |f:1.2|. Procedure details: To a solution of the 7-chloro-4-cyclobutyl-4H-1,2,4-benzothiadiazine 1,1-dioxide originating from the Step above (3 g) in isopropanol (100 mL) there is added finely ground NaBH4 (2.5 g) and then heating is carried out for 10 minutes at 55° C. The solvent is removed by evaporation under reduced pressure. The residue is taken up in water (100 mL) and brought to acid pH by adding 6N HCl. The title product is extracted with chloroform (3×50 mL). The organic phase is dried over MgSO4 and filtered. Th... Reactants: OC1=C(C=C(C=O)C=C1)OCC (4-Hydroxy-3-ethoxybenzaldehyde), C([O-])([O-])=O.[K+].[K+] (potassium carbonate), BrCC(=O)OC(C)(C)C (t-butyl bromoacetate). Solvent: CN(C)C=O (DMF). The product is C(=O)C1=CC(=C(OCC(=O)O)C=C1)OCC (4-Formyl-2-ethoxyphenoxyacetic acid). The yield is 120.2%. Reaction SMILES: [OH:1][C:2]1[CH:9]=[CH:8][C:5]([CH:6]=[O:7])=[CH:4][C:3]=1[O:10][CH2:11][CH3:12].C(=O)([O-])[O-].[K+].[K+].Br[CH2:20][C:21]([O:23]C(C)(C)C)=[O:22]>CN(C=O)C>[CH:6]([C:5]1[CH:8]=[CH:9][C:2]([O:1][CH2:20][C:21]([OH:23])=[O:22])=[C:3]([O:10][CH2:11][CH3:12])[CH:4]=1)=[O:7] |f:1.2.3|. Procedure: 4-Hydroxy-3-ethoxybenzaldehyde (5.0 g, 36 mmol), potassium carbonate (5.0 g, 36 mmol), and t-butyl bromoacetate (5.9 mL, 36 mmol) were heated to 55° C. overnight in DMF (35 mL). After removal of solvent, the mixture was extracted with EtOAc and water, then brine. After drying (Na2SO4), solvent was removed no yield a white solid (9.7 g). mp 90°-92.6° C. MS(NH3): 298 (base, M+NH4). The reactants are C1COCCN1, CCO, CN(C)c1cc2c(cc1Cl)NC(=O)CC(c1cccc(-c3nc(CCl)cs3)c1)=N2, O. Yields the product CN(C)c1cc2c(cc1Cl)NC(=O)CC(c1cccc(-c3nc(CN4CCOCC4)cs3)c1)=N2. Reaction SMILES: [CH2:30]1[CH2:31][O:32][CH2:33][CH2:34][NH:35]1.[CH3:37][CH2:38][OH:39].[Cl:1][c:2]1[c:3]([N:27]([CH3:28])[CH3:29])[cH:4][c:5]2[c:6]([cH:26]1)[NH:7][C:8](=[O:25])[CH2:9][C:10]([c:12]1[cH:13][c:14](-[c:18]3[s:19][cH:20][c:21]([CH2:23][Cl:24])[n:22]3)[cH:15][cH:16][cH:17]1)=[N:11]2.[OH2:36]>>[Cl:1][c:2]1[c:3]([N:27]([CH3:28])[CH3:29])[cH:4][c:5]2[c:6]([cH:26]1)[NH:7][C:8](=[O:25])[CH2:9][C:10]([c:12]1[cH:13][c:14](-[c:18]3[s:19][cH:20][c:21]([CH2:23][N:35]4[CH2:30][CH2:31][O:32][CH2:33][CH2:34]4)[n:22]3)[cH:15][cH:16][cH:17]1)=[N:11]2.